This data is from the Open Reaction Database (ORD), a public repository of structured organic reaction records. The task is: describe an organic reaction: reactants, conditions, products, and yield Starting materials: C(C)(=O)OC=1C=C(C(=O)O)C=C(C1OC(C)=O)[N+](=O)[O-] (3,4-diacetoxy-5-nitrobenzoic acid), acid chloride, C(C1=CC=CC=C1)N (benzylamine), N1=C(C=CC=C1C)C (2,6-lutidine). Solvent: ClCCl (dichloromethane), ClCCl (dichloromethane). Product: C(C1=CC=CC=C1)NC(C1=CC(=C(C(=C1)[N+](=O)[O-])OC(C)=O)OC(C)=O)=O (N-Benzyl-3,4-diacetoxy-5-nitrobenzamide). As a reaction SMILES: [C:1]([O:4][C:5]1[CH:6]=[C:7]([CH:11]=[C:12]([N+:18]([O-:20])=[O:19])[C:13]=1[O:14][C:15](=[O:17])[CH3:16])[C:8]([OH:10])=O)(=[O:3])[CH3:2].[CH2:21]([NH2:28])[C:22]1[CH:27]=[CH:26][CH:25]=[CH:24][CH:23]=1.N1C(C)=CC=CC=1C>ClCCl>[CH2:21]([NH:28][C:8](=[O:10])[C:7]1[CH:11]=[C:12]([N+:18]([O-:20])=[O:19])[C:13]([O:14][C:15](=[O:17])[CH3:16])=[C:5]([O:4][C:1](=[O:3])[CH3:2])[CH:6]=1)[C:22]1[CH:27]=[CH:26][CH:25]=[CH:24][CH:23]=1. Procedure: 0.75 g of 3,4-diacetoxy-5-nitrobenzoic acid was converted to the corresponding acid chloride as described in Example 43. It was dissolved in 5 ml of dichloromethane and added to a solution containing 0.27 ml of benzylamine and 0.5 ml of 2,6-lutidine in 7 ml of dichloromethane. Yield 0.95 g (96%), a viscous oil. The reactants are C(C)OC(=O)C1=CSC=2N(C(N(C(C21)=O)C)=O)C(C)C (1,2,3,4-tetrahydro-3-methyl-1-(1-methylethyl)-2,4-dioxothieno[2,3-d]pyrimidine-5-carboxylic acid ethyl ester), CC1=NSC(=C1C=O)C (3,5-dimethyl-4-isothiazolecarboxaldehyde). Yields the product C(C)OC(=O)C1=C(SC=2N(C(N(C(C21)=O)C)=O)C(C)C)C(O)C=2C(=NSC2C)C (6-[(3,5-Dimethyl-4-isothiazolyl)hydroxymethyl]-1,2,3,4-tetrahydro-3-methyl-1-(1-methylethyl)-2,4-dioxo-thieno[2,3-d]pyrimidine-5-carboxylic acid ethyl ester). As a reaction SMILES: [CH2:1]([O:3][C:4]([C:6]1[C:14]2[C:13](=[O:15])[N:12]([CH3:16])[C:11](=[O:17])[N:10]([CH:18]([CH3:20])[CH3:19])[C:9]=2[S:8][CH:7]=1)=[O:5])[CH3:2].[CH3:21][C:22]1[C:26]([CH:27]=[O:28])=[C:25]([CH3:29])[S:24][N:23]=1>>[CH2:1]([O:3][C:4]([C:6]1[C:14]2[C:13](=[O:15])[N:12]([CH3:16])[C:11](=[O:17])[N:10]([CH:18]([CH3:19])[CH3:20])[C:9]=2[S:8][C:7]=1[CH:27]([C:26]1[C:22]([CH3:21])=[N:23][S:24][C:25]=1[CH3:29])[OH:28])=[O:5])[CH3:2]. Reported procedure: Prepared by the method of example 15 part a) using 1,2,3,4-tetrahydro-3-methyl-1-(1-methylethyl)-2,4-dioxothieno[2,3-d]pyrimidine-5-carboxylic acid ethyl ester, and 3,5-dimethyl-4-isothiazolecarboxaldehyde. The reactants are BrB(Br)Br, CCOC(=O)c1cc2cc(OC)cc(Cl)c2[nH]1, ClCCl, [Na+], [OH-], O. The product is CCOC(=O)c1cc2cc(O)cc(Cl)c2[nH]1. Reaction SMILES: [B:18]([Br:19])([Br:20])[Br:21].[Cl:1][c:2]1[cH:3][c:4]([O:16][CH3:17])[cH:5][c:6]2[cH:7][c:8]([C:11](=[O:12])[O:13][CH2:14][CH3:15])[nH:9][c:10]12.[Cl:25][CH2:26][Cl:27].[Na+:24].[OH-:23].[OH2:22]>>[Cl:1][c:2]1[cH:3][c:4]([OH:16])[cH:5][c:6]2[cH:7][c:8]([C:11](=[O:12])[O:13][CH2:14][CH3:15])[nH:9][c:10]12. The reactants are C1(CCCC1)CC1(CCC2(OCCO2)CC1)N(C)C ((8-cyclopentylmethyl-1,4-dioxa-spiro[4.5]dec-8-yl)-dimethyl-amine). Solvent: S(O)(O)(=O)=O (sulfuric acid). Reaction conditions: time 3 day. Yields the product C1(CCCC1)CC1(CCC(CC1)=O)N(C)C (4-Cyclopentylmethyl-4-dimethylamino-cyclohexanone). RXN SMILES: [CH:1]1([CH2:6][C:7]2([N:17]([CH3:19])[CH3:18])[CH2:16][CH2:15][C:10]3(OCC[O:11]3)[CH2:9][CH2:8]2)[CH2:5][CH2:4][CH2:3][CH2:2]1>S(=O)(=O)(O)O>[CH:1]1([CH2:6][C:7]2([N:17]([CH3:18])[CH3:19])[CH2:8][CH2:9][C:10](=[O:11])[CH2:15][CH2:16]2)[CH2:2][CH2:3][CH2:4][CH2:5]1. Procedure: 5% sulfuric acid (600 ml) was added at room temperature to (8-cyclopentylmethyl-1,4-dioxa-spiro[4.5]dec-8-yl)-dimethyl-amine (13.4 g, 50 mmol), and the mixture was stirred for 3 d at RT. The reaction mixture was extracted with ether (2×50 ml). Then the aqueous phase was rendered alkaline with 5N NaOH, while cooling with an ice bath, and extraction with dichloromethane (3×50 ml) was carried out. The organic phase was dried over Na2SO4 and concentrated to dryness in vacuo. Reactants: CS(=O)c1ncc2ccc(-c3cccc(S(C)(=O)=O)c3)n2n1, COCCO, Nc1cccc(N2CCOCC2)c1. Product: CS(=O)(=O)c1cccc(-c2ccc3cnc(Nc4cccc(N5CCOCC5)c4)nn23)c1. RXN SMILES: [CH3:1][S:2](=[O:3])[c:4]1[n:5][n:6]2[c:7]([cH:8][n:9]1)[cH:10][cH:11][c:12]2-[c:13]1[cH:14][c:15]([S:19](=[O:20])(=[O:21])[CH3:22])[cH:16][cH:17][cH:18]1.[CH3:36][O:37][CH2:38][CH2:39][OH:40].[O:23]1[CH2:24][CH2:25][N:26]([c:29]2[cH:30][c:31]([NH2:35])[cH:32][cH:33][cH:34]2)[CH2:27][CH2:28]1>>[c:4]1([NH:35][c:31]2[cH:30][c:29]([N:26]3[CH2:25][CH2:24][O:23][CH2:28][CH2:27]3)[cH:34][cH:33][cH:32]2)[n:5][n:6]2[c:7]([cH:8][n:9]1)[cH:10][cH:11][c:12]2-[c:13]1[cH:14][c:15]([S:19](=[O:20])(=[O:21])[CH3:22])[cH:16][cH:17][cH:18]1. Reactants: BrC=1C=C(C(=O)O)C=CC1Cl (3-Bromo-4-chlorobenzoic acid), S(O)(O)(=O)=O (sulfuric acid), CO (methanol). Yields the product BrC=1C=C(C(=O)OC)C=CC1Cl (Methyl 3-bromo-4-chlorobenzoate). Reaction SMILES: [Br:1][C:2]1[CH:3]=[C:4]([CH:8]=[CH:9][C:10]=1[Cl:11])[C:5]([OH:7])=[O:6].S(=O)(=O)(O)O.[CH3:17]O>>[Br:1][C:2]1[CH:3]=[C:4]([CH:8]=[CH:9][C:10]=1[Cl:11])[C:5]([O:7][CH3:17])=[O:6]. Procedure: 3-Bromo-4-chlorobenzoic acid (200 mg, 0.849 mmol) was refluxed in the presence of concentrated sulfuric acid (5.49 mg, 0.042 mmol) in methanol (10 mL) at 70° C. for overnight. The reaction was monitored by TLC. After completion of the reaction, the solvent was removed by vacuum, and the compound was purified by column chromatography affording the title compound (130 mg). 1H NMR (400 MHz, CDCl3): δ 8.29 (d, 1H, J=2.0 Hz), 7.91 (dd, 1H, J=2.0 & 8.4 Hz), 7.52 (d, 1H, J=8.4 Hz), 3.92 (s, 3H). ESI-MS...